From a dataset of the Open Reaction Database (ORD), a public repository of structured organic reaction records. describe an organic reaction: reactants, conditions, products, and yield The reactants are COC=1C=C(C=CC1[N+](=O)[O-])N1CCN(CC1)CCS(=O)(=O)C (1-[3-(methyloxy)-4-nitrophenyl]-4-[2-(methylsulfonyl)ethyl]piperazine), Platinum(sulfided) carbon. Solvent: 1, CCOC(=O)C.CO (EtOAc MeOH). Reaction conditions: time 8 hour. Yields the product COC1=C(N)C=CC(=C1)N1CCN(CC1)CCS(=O)(=O)C (2-(methyloxy)-4-{4-[2-(methylsulfonyl)ethyl]-1-piperazinyl}aniline). Yield: 88.8%. As a reaction SMILES: [CH3:1][O:2][C:3]1[CH:4]=[C:5]([N:12]2[CH2:17][CH2:16][N:15]([CH2:18][CH2:19][S:20]([CH3:23])(=[O:22])=[O:21])[CH2:14][CH2:13]2)[CH:6]=[CH:7][C:8]=1[N+:9]([O-])=O>CCOC(C)=O.CO>[CH3:1][O:2][C:3]1[CH:4]=[C:5]([N:12]2[CH2:17][CH2:16][N:15]([CH2:18][CH2:19][S:20]([CH3:23])(=[O:21])=[O:22])[CH2:14][CH2:13]2)[CH:6]=[CH:7][C:8]=1[NH2:9] |f:1.2|. Procedure details: 1-[3-(methyloxy)-4-nitrophenyl]-4-[2-(methylsulfonyl)ethyl]piperazine (0.55 g, 1.6 mmol) was placed in a 40 mL high vial and dissolved in 10 mL of 1 to 1 EtOAc/MeOH. 5 wt % Platinum(sulfided)/carbon (0.31 g, 0.08 mmol) was added followed quickly by a screw cap septum. The vial was evacuated and filled with N2 six times to remove any oxygen. The vial was then pressurized with H2 (balloon). The solution stirred overnight. The next morning the vessel was evacuated and filled with N2 six times to re... Starting materials: CN(C)C(=O)Cl, CN(C)C=O, [H-], CCOC(=O)C=C(N)C(F)(F)F, [Na+], O. The product is CCOC(=O)C=C(NC(=O)N(C)C)C(F)(F)F. RXN SMILES: [CH3:15][N:16]([C:17](=[O:18])[Cl:19])[CH3:20].[CH3:21][N:22]([CH3:23])[CH:24]=[O:25].[H-:13].[NH2:1][C:2](=[CH:3][C:4](=[O:5])[O:6][CH2:7][CH3:8])[C:9]([F:10])([F:11])[F:12].[Na+:14].[OH2:26]>>[NH:1]([C:2](=[CH:3][C:4](=[O:5])[O:6][CH2:7][CH3:8])[C:9]([F:10])([F:11])[F:12])[C:17]([N:16]([CH3:15])[CH3:20])=[O:18]. Starting materials: O=C1C(O)=C([O-])[C@H](O1)[C@@H](O)CO.[Na+] (sodium ascorbate), C1(=CC=CC=C1)C#C (phenylacetylene), BrC(C(=O)OCC)C1=CC=CC=C1 (ethyl 2-bromo-2-phenylacetate), [N-]=[N+]=[N-].[Na+].CS(=O)C (sodium azide DMSO). Reagents/catalysts: S(=O)(=O)([O-])[O-].[Cu+2] (copper(II) sulfate). Solvent: O (water), [Cl-].[Na+].O (Brine). Run at time 16 hour. The product is C1(=CC=CC=C1)C(C(=O)OCC)N1N=NC(=C1)C1=CC=CC=C1 (ethyl 2-phenyl-2-(4-phenyl-1H-1,2,3-triazol-1-yl)acetate). The yield is 64.8%. RXN SMILES: Br[CH:2]([C:8]1[CH:13]=[CH:12][CH:11]=[CH:10][CH:9]=1)[C:3]([O:5][CH2:6][CH3:7])=[O:4].[N-:14]=[N+:15]=[N-:16].[Na+].CS(C)=O.O=C1O[C@H]([C@H](CO)O)C([O-])=C1O.[Na+].[C:35]1([C:41]#[CH:42])[CH:40]=[CH:39][CH:38]=[CH:37][CH:36]=1>[Cl-].[Na+].O.S([O-])([O-])(=O)=O.[Cu+2].O>[C:8]1([CH:2]([N:14]2[CH:42]=[C:41]([C:35]3[CH:40]=[CH:39][CH:38]=[CH:37][CH:36]=3)[N:16]=[N:15]2)[C:3]([O:5][CH2:6][CH3:7])=[O:4])[CH:13]=[CH:12][CH:11]=[CH:10][CH:9]=1 |f:1.2.3,4.5,7.8.9,10.11|. Procedure: To a solution of ethyl 2-bromo-2-phenylacetate 21 (1.60 g, 6.58 mmol) in sodium azide/DMSO solution (0.5 M, 13.16 mL, 6.58 mmol) which had been stirred at room temperature for 1 h was added water (10 mL), sodium ascorbate (0.130 g, 0.658 mmol), phenylacetylene (0.723 mL, 6.58 mmol) and aq. copper(II) sulfate solution (1.0 M, 1.30 mL, 1.30 mmol) (in that order). The reaction mixture was stirred for 16 h. Brine was added and extraction with ethyl acetate. The organic layer was dried over Na2SO4, f... Reactants: FC(S(=O)(=O)O[Si](C)(C)C)(F)F (trimethylsilyl trifluoromethanesulfonate), C[Si](C)(OCCO[Si](C)(C)C)C (2,2,7,7-tetramethyl-3,6-dioxa-2,7-disilaoctane), O=C1CC2CC(CC2C1)C(=O)OCC (ethyl 5-oxooctahydropentalene-2-carboxylate). Run in C(Cl)Cl (DCM). Reaction conditions: temperature -78 celsius, time 30 minute. The product is C1C2(CC3CC(CC13)C(=O)OCC)OCCO2 (ethyl hexahydro-1′H-spiro[[1,3]dioxolane-2,2′-pentalene]-5′-carboxylate). As a reaction SMILES: [O:1]=[C:2]1[CH2:9][CH:8]2[CH:4]([CH2:5][CH:6]([C:10]([O:12][CH2:13][CH3:14])=[O:11])[CH2:7]2)[CH2:3]1.FC(F)(F)S(O[Si](C)(C)C)(=O)=O.C[Si](C)([O:30][CH2:31][CH2:32]O[Si](C)(C)C)C>C(Cl)Cl>[CH2:3]1[CH:4]2[CH:8]([CH2:7][CH:6]([C:10]([O:12][CH2:13][CH3:14])=[O:11])[CH2:5]2)[CH2:9][C:2]21[O:30][CH2:31][CH2:32][O:1]2. Reported procedure: To a solution of ethyl 5-oxooctahydropentalene-2-carboxylate (210 mg) in DCM (5 mL) cooled to −78° C. were added slowly trimethylsilyl trifluoromethanesulfonate (11.89 mg, 0.054 mmol) and 2,2,7,7-tetramethyl-3,6-dioxa-2,7-disilaoctane (287 mg, 1.391 mmol) under nitrogen. After stirring at −78° C. for 30 min, the reaction mixture was warmed to rt and stirred at rt for 16 h. The reaction was quenched with anhydrous pyridine at −78° C. followed by sat. NaHCO3, and then extracted with EtOAc. The com... Starting materials: C(CC(=O)OCC)(=O)OCC (diethyl malonate), ClC=1C(=C(C(=O)Cl)C=CC1F)F (3-chloro-2,4-difluorobenzoyl chloride), [Mg] (magnesium), S(O)(O)(=O)=O (sulphuric acid). Run in C(Cl)(Cl)(Cl)Cl (carbon tetrachloride), C(C)O (ethanol), C1(=CC=CC=C1)C (toluene), C(C)O (ethanol). Reaction conditions: temperature 60 celsius, time 1 hour. Product: ClC=1C(=C(C(=O)C(C(=O)OCC)C(=O)OCC)C=CC1F)F (Diethyl (3-chloro-2,4-difluorobenzoyl)malonate). As a reaction SMILES: [Mg].[C:2]([O:10][CH2:11][CH3:12])(=[O:9])[CH2:3][C:4]([O:6][CH2:7][CH3:8])=[O:5].[Cl:13][C:14]1[C:15]([F:24])=[C:16]([CH:20]=[CH:21][C:22]=1[F:23])[C:17](Cl)=[O:18].S(=O)(=O)(O)O>C(O)C.C1(C)C=CC=CC=1.C(Cl)(Cl)(Cl)Cl>[Cl:13][C:14]1[C:15]([F:24])=[C:16]([CH:20]=[CH:21][C:22]=1[F:23])[C:17]([CH:3]([C:4]([O:6][CH2:7][CH3:8])=[O:5])[C:2]([O:10][CH2:11][CH3:12])=[O:9])=[O:18]. Reported procedure: 3.9 g (0.16 mol) of magnesium are initially introduced into 8.6 ml of ethanol and the reaction is started with carbon tetrachloride. A solution of 23.1 g (0.144 mol) of diethyl malonate in 16.3 ml of ethanol is added dropwise at an internal temperature of 50-60° C. such that this temperature is maintained. The mixture is then subsequently stirred at 60° C. for one hour. Thereafter, a solution of 31.3 g (0.148 mol) of 3-chloro-2,4-difluorobenzoyl chloride in 16 ml of toluene is added dropwise at ... Starting materials: CC(C)(C)OC(=O)NC(Cc1ccc([N+](=O)[O-])cc1)C(=O)O, C1COCCN1. Product: CC(C)(C)OC(=O)NC(Cc1ccc([N+](=O)[O-])cc1)C(=O)N1CCOCC1. Reaction SMILES: [C:1](=[O:2])([O:3][C:4]([CH3:5])([CH3:6])[CH3:7])[NH:8][CH:9]([CH2:10][c:11]1[cH:12][cH:13][c:14]([N+:17](=[O:18])[O-:19])[cH:15][cH:16]1)[C:20](=[O:21])[OH:22].[CH2:23]1[CH2:24][O:25][CH2:26][CH2:27][NH:28]1>>[C:1](=[O:2])([O:3][C:4]([CH3:5])([CH3:6])[CH3:7])[NH:8][CH:9]([CH2:10][c:11]1[cH:12][cH:13][c:14]([N+:17](=[O:18])[O-:19])[cH:15][cH:16]1)[C:20](=[O:22])[N:28]1[CH2:23][CH2:24][O:25][CH2:26][CH2:27]1. Starting materials: [H-].[Al+3].[Li+].[H-].[H-].[H-] (lithium aluminium hydride), C(C)OC(=O)C1(C(C1)(F)F)C1=CC=C(C=C1)OCC (ethyl-1-(4-ethoxyphenyl)-2,2-difluorocyclopropane-1-carboxylate), O (water), O (water), [OH-].[Na+] (NaOH). The solvent is CCOCC (ether), CCOCC (ether). The product is C(C)OC1=CC=C(C=C1)C1(C(C1)(F)F)CO (1-(4-ethoxyphenyl)-2,2-difluorocyclopropane-1-methanol). The yield is 92.0%. Reaction SMILES: [H-].[Al+3].[Li+].[H-].[H-].[H-].C([O:9][C:10]([C:12]1([C:17]2[CH:22]=[CH:21][C:20]([O:23][CH2:24][CH3:25])=[CH:19][CH:18]=2)[CH2:14][C:13]1([F:16])[F:15])=O)C.O.[OH-].[Na+]>CCOCC>[CH2:24]([O:23][C:20]1[CH:19]=[CH:18][C:17]([C:12]2([CH2:10][OH:9])[CH2:14][C:13]2([F:15])[F:16])=[CH:22][CH:21]=1)[CH3:25] |f:0.1.2.3.4.5,8.9|. Procedure details: To 1.0 g of lithium aluminium hydride in 120 ml of dry ether, at room temperature is added dropwise 5.4 g (0.02 moles) of ethyl-1-(4-ethoxyphenyl)-2,2-difluorocyclopropane-1-carboxylate in 20 ml of ether. The reaction mixture is stirred for 1 hr after which 1.0 ml of water 1.0 ml of 15% NaOH, followed by 3.0 ml of water are added. The solid precipitate is filtered off, washed with ether and the combined filtrates dried and concentrated under reduced pressure to yield (4.2 g) a colourless oil; nD...